From a dataset of the Open Reaction Database (ORD), a public repository of structured organic reaction records. describe an organic reaction: reactants, conditions, products, and yield The reactants are C(=O)(O)C(CCN1C(=NC2=C1C=CC=C2C)COC2=CC=C(C=C2)Cl)C (1-[3-carboxybutyl]-2-[(4-chlorophenoxy)methyl]-4-methylbenzimidazole), NCCCN1CCCCC1 (1-amino-3-(piperidin-1-yl)propane), ON1N=NC2=C1C=CC=C2 (1-hydroxybenzotriazole), C1(CCCCC1)N=C=NC1CCCCC1 (dicyclohexylcarbodiimide). Run in CN(C=O)C (N,N-dimethylformamide). Conditions: time 64 hour. Product: N1(CCCCC1)CCCNC(=O)C(CCN1C(=NC2=C1C=CC=C2C)COC2=CC=C(C=C2)Cl)C (1-[3-[3-(piperidin-1-yl)propylcarbamoyl]butyl]-2-[(4-chlorophenoxy)methyl]-4-methylbenzimidazole). Yield: 125.7%. Reaction SMILES: [C:1]([CH:4]([CH3:26])[CH2:5][CH2:6][N:7]1[C:11]2[CH:12]=[CH:13][CH:14]=[C:15]([CH3:16])[C:10]=2[N:9]=[C:8]1[CH2:17][O:18][C:19]1[CH:24]=[CH:23][C:22]([Cl:25])=[CH:21][CH:20]=1)(O)=[O:2].[NH2:27][CH2:28][CH2:29][CH2:30][N:31]1[CH2:36][CH2:35][CH2:34][CH2:33][CH2:32]1.ON1C2C=CC=CC=2N=N1.C1(N=C=NC2CCCCC2)CCCCC1>CN(C)C=O>[N:31]1([CH2:30][CH2:29][CH2:28][NH:27][C:1]([CH:4]([CH3:26])[CH2:5][CH2:6][N:7]2[C:11]3[CH:12]=[CH:13][CH:14]=[C:15]([CH3:16])[C:10]=3[N:9]=[C:8]2[CH2:17][O:18][C:19]2[CH:24]=[CH:23][C:22]([Cl:25])=[CH:21][CH:20]=2)=[O:2])[CH2:36][CH2:35][CH2:34][CH2:33][CH2:32]1. Procedure details: To a stirring solution of 1-[3-carboxybutyl]-2-[(4-chlorophenoxy)methyl]-4-methylbenzimidazole (1.2 g, 3.2 mmol) in N,N-dimethylformamide (75 ml) were added sequentially 1-amino-3-(piperidin-1-yl)propane (500 mg, 1.1 eq), 1-hydroxybenzotriazole (475 mg, 1.1 eq), and dicyclohexylcarbodiimide (726 mg, 1.1 eq). The resulting mixture was then stirred under a nitrogen atmosphere at room temperature for 64 hours. The reaction mixture was then filtered and the resulting filtrate was concntrated under r... Starting materials: O=C1CCC(=O)N1Br, O=C(OOC(=O)c1ccccc1)c1ccccc1, ClC(Cl)(Cl)Cl, COC(=O)c1ccc(C)c(OCC(=O)c2ccc3c(c2)C(C)(C)CCC3(C)C)c1, ClCCl, O. Product: COC(=O)c1ccc(CBr)c(OCC(=O)c2ccc3c(c2)C(C)(C)CCC3(C)C)c1. As a reaction SMILES: [Br:48][N:49]1[C:50](=[O:51])[CH2:52][CH2:53][C:54]1=[O:55].[C:30]([O:31][O:32][C:33](=[O:34])[c:35]1[cH:36][cH:37][cH:38][cH:39][cH:40]1)(=[O:41])[c:42]1[cH:43][cH:44][cH:45][cH:46][cH:47]1.[C:57]([Cl:58])([Cl:59])([Cl:60])[Cl:61].[CH3:1][C:2]1([CH3:29])[c:3]2[cH:4][cH:5][c:6]([C:14](=[O:15])[CH2:16][O:17][c:18]3[cH:19][c:20]([C:21](=[O:22])[O:23][CH3:24])[cH:25][cH:26][c:27]3[CH3:28])[cH:7][c:8]2[C:9]([CH3:12])([CH3:13])[CH2:10][CH2:11]1.[Cl:62][CH2:63][Cl:64].[OH2:56]>>[CH3:1][C:2]1([CH3:29])[c:3]2[cH:4][cH:5][c:6]([C:14](=[O:15])[CH2:16][O:17][c:18]3[cH:19][c:20]([C:21](=[O:22])[O:23][CH3:24])[cH:25][cH:26][c:27]3[CH2:28][Br:48])[cH:7][c:8]2[C:9]([CH3:12])([CH3:13])[CH2:10][CH2:11]1. The reactants are C(Cl)Cl (CH2Cl2), BrC1=C(C=CC=C1)/C=C/[C@@H](O)[C@H]1[C@H]([C@H](C(O1)=O)OC)O ((3R,4R,5S)-5-[(1R,2E)-3-(2-bromophenyl)-1-hydroxyprop-2-en-1-yl]-4-hydroxy-3-methoxydihydrofuran-2(3H)-one), Cl.N[C@H]1COC2=C(N(C1=O)C)C=CC=C2 (7-(S)-amino-9-methyl-6,7-dihydro-9H-5-oxa-9-azabenzocyclohepten-8-one hydrochloride), C(C)C(C(=O)[O-])CCCC.[Na+] (sodium 2-ethylhexanoate). The solvent is C1CCOC1 (THF). Product: BrC1=C(C=CC=C1)/C=C/[C@H]([C@@H]([C@H]([C@H](C(=O)N[C@H]1COC2=C(N(C1=O)C)C=CC=C2)OC)O)O)O ((2R,3R,4S,5R,6E)-7-(2-bromophenyl)-3,4,5-trihydroxy-2-methoxy-N-[(3S)-5-methyl-4-oxo-2,3,4,5-tetrahydro-1,5-benzoxazepin-3-yl]hept-6-enamide). Reaction SMILES: [Br:1][C:2]1[CH:7]=[CH:6][CH:5]=[CH:4][C:3]=1/[CH:8]=[CH:9]/[C@H:10]([C@@H:12]1[O:16][C:15](=[O:17])[C@H:14]([O:18][CH3:19])[C@@H:13]1[OH:20])[OH:11].Cl.[NH2:22][C@@H:23]1[C:29](=[O:30])[N:28]([CH3:31])[C:27]2[CH:32]=[CH:33][CH:34]=[CH:35][C:26]=2[O:25][CH2:24]1.C(C(CCCC)C([O-])=O)C.[Na+].C(Cl)Cl>C1COCC1>[Br:1][C:2]1[CH:7]=[CH:6][CH:5]=[CH:4][C:3]=1/[CH:8]=[CH:9]/[C@@H:10]([OH:11])[C@H:12]([OH:16])[C@@H:13]([OH:20])[C@@H:14]([O:18][CH3:19])[C:15]([NH:22][C@@H:23]1[C:29](=[O:30])[N:28]([CH3:31])[C:27]2[CH:32]=[CH:33][CH:34]=[CH:35][C:26]=2[O:25][CH2:24]1)=[O:17] |f:1.2,3.4|. Procedure details: 90 mg of 45 (0.22 mmol), 51 mg of 6 (0.22 mmol) and 93 mg of sodium 2-ethylhexanoate (0.56 mmol) in 2.0 mL of THF are successively introduced into a 10 mL round-bottomed flask, with stirring and under an argon atmosphere. The stirring is maintained at RT for 24 h. 20 mL of CH2Cl2 are added to the reaction medium. The mixture is successively washed with 10 mL of an HCl solution (1N), 10 mL of water saturated with NaCl. The organic phase is dried over anhydrous magnesium sulphate, filtered and the... The reactants are C(C)OC(OCC)OCC (triethylorthoformate), C(C)(=O)OCCC=1C(=C(NC1C)C(=O)OC(C)(C)C)C (tert-Butyl 4-(2-acetoxyethyl)-3,5-dimethylpyrrole-2-carboxylate), ice water. Solvent: C(=O)(C(F)(F)F)O (TFA). Run at temperature 40 celsius, time 10 minute. Yields the product CC1=C(NC(=C1CCO)C)C=O (3,5-Dimethyl-4-(2-hydroxyethyl)pyrrole-2-carboxaldehyde). The yield is 45.0%. RXN SMILES: C([O:4][CH2:5][CH2:6][C:7]1[C:8]([CH3:20])=[C:9]([C:13](OC(C)(C)C)=[O:14])[NH:10][C:11]=1[CH3:12])(=O)C.C(OC(OCC)OCC)C>C(O)(C(F)(F)F)=O>[CH3:20][C:8]1[C:7]([CH2:6][CH2:5][OH:4])=[C:11]([CH3:12])[NH:10][C:9]=1[CH:13]=[O:14]. Reported procedure: tert-Butyl 4-(2-acetoxyethyl)-3,5-dimethylpyrrole-2-carboxylate (15 g, 53 mmol) was dissolved in TFA (40 ml) and the solution was stirred at 40° C. under nitrogen for 10 min. The reaction mixture was then cooled to 0° C. and triethylorthoformate (9.6 ml, 58 mmol) was added dropwise. The mixture was allowed to warm up to 20° C. and was stirred for 1 hr before being poured into ice water. This was extracted with dichloromethane and the extracts were washed successively with 10% aqueous ammonia and... Reactants: product, CC=1C(=NC=CC1)N1CCNCC1 (1-(3-methyl-2-pyridinyl)piperazine), C(C)(=O)O[BH-](OC(C)=O)OC(C)=O.[Na+] (sodium triacetoxyborohydride). The product is CC=1C(=NC=CC1)N1CCN(CC1)CC1=CC2=NC=CC=C2O1 (2-{[4-(3-methyl-2-pyridinyl)-1-piperazinyl]methyl}furo[3,2-b]pyridine). RXN SMILES: [CH3:1][C:2]1[C:3]([N:8]2[CH2:13][CH2:12][NH:11][CH2:10][CH2:9]2)=[N:4][CH:5]=[CH:6][CH:7]=1.C(O[BH-](O[C:24](=[O:26])[CH3:25])OC(=O)C)(=O)C.[Na+]>>[CH3:1][C:2]1[C:3]([N:8]2[CH2:9][CH2:10][N:11]([CH2:7][C:6]3[O:26][C:24]4[C:25](=[N:4][CH:3]=[CH:2][CH:1]=4)[CH:5]=3)[CH2:12][CH2:13]2)=[N:4][CH:5]=[CH:6][CH:7]=1 |f:1.2|. Reported procedure: The product from Example 35B, 1-(3-methyl-2-pyridinyl)piperazine, and sodium triacetoxyborohydride were processed as described in Example 35C to provide the title compound. 1H NMR (CDCl3, 300 MHz) δ 2.68 (m, 4H), 3.29 (s, 3H), 3.58 (m, 4H), 3.79 (s, 2H), 6.41 (d, J=8.48 Hz, 1H), 6.49 (d, J=7.12 Hz, 1H), 6.85 (s, 1H), 7.18 (dd, J=4.75, 8.14 Hz, 1H) 7.36 (dd, J=7.12, 8.14 Hz, 1H), 7.73 (dd, J=1.02, 8.14 Hz, 1H), 8.51 (dd, J=1.36, 4.75 Hz, 1H); MS (DCI/NH3) m/z 309.2 (M+H)+.